From a dataset of the Open Reaction Database (ORD), a public repository of structured organic reaction records. describe an organic reaction: reactants, conditions, products, and yield The reactants are CC1=CC=C(C=C1)C=1C=CC2=C(C=C(CCO2)C(=O)O)C1 (7-(4-methylphenyl)-2,3-dihydro-1-benzoxepine-4-carboxylic acid), C1(CCCCC1)N(C)CC1=CC=C(N)C=C1 (4-(N-cyclohexyl-N-methylaminomethyl)aniline), ON1N=NC2=C1C=CC=C2 (1-hydroxybenzotriazole), Cl.C(C)N=C=NCCCN(C)C (1-ethyl-3-(3-dimethylaminopropyl)carbodiimide hydrochloride). Reagents/catalysts: CN(C1=CC=NC=C1)C (4-dimethylaminopyridine). The solvent is C(C)N(CC)CC (triethylamine), O (water), CN(C=O)C (dimethylformamide). Run at time 20 hour. Yields the product C1(CCCCC1)N(C)CC1=CC=C(C=C1)NC(=O)C=1CCOC2=C(C1)C=C(C=C2)C2=CC=C(C=C2)C (N-(4-(N-cyclohexyl-N-methylaminomethyl)phenyl)-7-(4-methylphenyl)-2,3-dihydro-1-benzoxepine-4-carboxamide). The yield is 83.3%. As a reaction SMILES: [CH3:1][C:2]1[CH:7]=[CH:6][C:5]([C:8]2[CH:9]=[CH:10][C:11]3[O:17][CH2:16][CH2:15][C:14]([C:18](O)=[O:19])=[CH:13][C:12]=3[CH:21]=2)=[CH:4][CH:3]=1.[CH:22]1([N:28]([CH2:30][C:31]2[CH:37]=[CH:36][C:34]([NH2:35])=[CH:33][CH:32]=2)[CH3:29])[CH2:27][CH2:26][CH2:25][CH2:24][CH2:23]1.ON1C2C=CC=CC=2N=N1.Cl.C(N=C=NCCCN(C)C)C>CN(C)C=O.CN(C)C1C=CN=CC=1.O.C(N(CC)CC)C>[CH:22]1([N:28]([CH2:30][C:31]2[CH:37]=[CH:36][C:34]([NH:35][C:18]([C:14]3[CH2:15][CH2:16][O:17][C:11]4[CH:10]=[CH:9][C:8]([C:5]5[CH:4]=[CH:3][C:2]([CH3:1])=[CH:7][CH:6]=5)=[CH:21][C:12]=4[CH:13]=3)=[O:19])=[CH:33][CH:32]=2)[CH3:29])[CH2:27][CH2:26][CH2:25][CH2:24][CH2:23]1 |f:3.4|. Reported procedure: To a solution of 7-(4-methylphenyl)-2,3-dihydro-1-benzoxepine-4-carboxylic acid (0.28 g), 4-(N-cyclohexyl-N-methylaminomethyl)aniline (0.24 g) and 1-hydroxybenzotriazole (0.15 g) in dimethylformamide (10 ml) was added 1-ethyl-3-(3-dimethylaminopropyl)carbodiimide hydrochloride (0.29 g) under ice-cooling. Under nitrogen atmosphere, the mixture was cooled to room temperature, and to the mixture were added 4-dimethylaminopyridine (3 mg) and triethylamine (0.42 ml). The mixture was stirred for 20 ho... Reactants: CO, O=C1COc2c(OC3CCCCO3)cccc2N1CCOCc1ccccc1, Cc1ccc(S(=O)(=O)[O-])cc1, c1cc[nH+]cc1. Product: O=C1COc2c(O)cccc2N1CCOCc1ccccc1. As a reaction SMILES: [CH3:46][OH:47].[O:1]=[C:2]1[CH2:3][O:4][c:5]2[c:6]([cH:18][cH:19][cH:20][c:21]2[O:22][CH:23]2[CH2:24][CH2:25][CH2:26][CH2:27][O:28]2)[N:7]1[CH2:8][CH2:9][O:10][CH2:11][c:12]1[cH:13][cH:14][cH:15][cH:16][cH:17]1.[c:29]1([CH3:30])[cH:31][cH:32][c:33]([S:34]([O-:35])(=[O:36])=[O:37])[cH:38][cH:39]1.[nH+:40]1[cH:41][cH:42][cH:43][cH:44][cH:45]1>>[O:1]=[C:2]1[CH2:3][O:4][c:5]2[c:6]([cH:18][cH:19][cH:20][c:21]2[OH:22])[N:7]1[CH2:8][CH2:9][O:10][CH2:11][c:12]1[cH:13][cH:14][cH:15][cH:16][cH:17]1. Starting materials: CC1CCCCC1 (methylcyclohexane), CC1=CC=C(CCO)C=C1 (4-methylphenethyl alcohol), ClCC(=O)O (chloroacetic acid). Product: CC1=CC=C(C=C1)CCOCC(=O)O (2-(4-methylphenyl)ethoxyacetic acid). Yield: 83.5%. Reaction SMILES: [CH3:1][C:2]1[CH:10]=[CH:9][C:5]([CH2:6][CH2:7][OH:8])=[CH:4][CH:3]=1.Cl[CH2:12][C:13]([OH:15])=[O:14].CC1CCCCC1>>[CH3:1][C:2]1[CH:10]=[CH:9][C:5]([CH2:6][CH2:7][O:8][CH2:12][C:13]([OH:15])=[O:14])=[CH:4][CH:3]=1. Procedure: 6.8 g of 4-methylphenethyl alcohol were reacted with 4.73 g of chloroacetic acid in a manner analogous to that described in Example 1(a) to give 8.1 g (84%) of 2-(4-methylphenyl)ethoxyacetic acid of melting point 65°-67° C. (from methylcyclohexane). Reactants: OC1C2CCC(C2(CCC1)C)C(CC1CC(C(O1)=O)(C)O)C (dihydro-5-[2-(octahydro-4-hydroxy-7a-methyl-1H-inden-1-yl)-2-methylethyl]-3-hydroxy-3-methyl-2(3H)-furanone), [Cr](=O)(=O)([O-])Cl.[NH+]1=C(C=CC=C1)C1=[NH+]C=CC=C1.[Cr](=O)(=O)([O-])Cl (2,2'-bipyridinium chlorochromate). The reagents and catalysts are C(C)(C)O (isopropyl alcohol). Run in C(Cl)Cl (methylene chloride), C(Cl)Cl (methylene chloride). The product is CC12CCCC(C2CCC1C(CC1CC(C(O1)=O)(C)O)C)=O (dihydro-5-[2-(octahydro-7a-methyl-1H-inden-4-one-1-yl)-2-methylethyl]-3-hydroxy-3-methyl-2(3H)-furanone). RXN SMILES: [OH:1][CH:2]1[CH2:10][CH2:9][CH2:8][C:7]2([CH3:11])[CH:3]1[CH2:4][CH2:5][CH:6]2[CH:12]([CH3:22])[CH2:13][CH:14]1[O:18][C:17](=[O:19])[C:16]([OH:21])([CH3:20])[CH2:15]1.[Cr](Cl)([O-])(=O)=O.[NH+]1C=CC=CC=1C1C=CC=C[NH+]=1.[Cr](Cl)([O-])(=O)=O>C(O)(C)C.C(Cl)Cl>[CH3:11][C:7]12[CH:6]([CH:12]([CH3:22])[CH2:13][CH:14]3[O:18][C:17](=[O:19])[C:16]([OH:21])([CH3:20])[CH2:15]3)[CH2:5][CH2:4][CH:3]1[C:2](=[O:1])[CH2:10][CH2:9][CH2:8]2 |f:1.2.3|. Reported procedure: A solution of 90.0 mg (0.290 mmol) of [3R-[3 beta,5S,(5beta,(R*)-1R*-(1 beta,3a alpha,4alpha,7a beta)]]-dihydro-5-[2-(octahydro-4-hydroxy-7a-methyl-1H-inden-1-yl)-2-methylethyl]-3-hydroxy-3-methyl-2(3H)-furanone in 4 ml. of dry methylene chloride was treated at room temperature with 340.0 mg (1.162 mmol) of 2,2'-bipyridinium chlorochromate for 5.5 hours. A few drops of isopropyl alcohol were then added and the resulting mixture diluted with 50 ml of methylene chloride, filtered through Celite® f... Reactants: ice, BrC1=CC2=C(OC=C2)C(=C1)C(=O)Cl (5-bromobenzo[b]furan-7-carboxylic acid chloride), C(C)N(CCN)CC (N,N-diethylethylenediamine). Solvent: C(Cl)Cl (CH2Cl2), C(Cl)Cl (CH2Cl2). Conditions: time 8 hour. The product is Cl.BrC1=CC2=C(OC=C2)C(=C1)C(=O)NCCN(CC)CC (5-bromo-N-(2-diethylaminoethyl)benzo[b]-furan-7-carboxamide hydrochloride). The yield is 24.8%. RXN SMILES: [Br:1][C:2]1[CH:10]=[C:9]([C:11]([Cl:13])=[O:12])[C:5]2[O:6][CH:7]=[CH:8][C:4]=2[CH:3]=1.[CH2:14]([N:16]([CH2:20][CH3:21])[CH2:17][CH2:18][NH2:19])[CH3:15]>C(Cl)Cl>[ClH:13].[Br:1][C:2]1[CH:10]=[C:9]([C:11]([NH:19][CH2:18][CH2:17][N:16]([CH2:20][CH3:21])[CH2:14][CH3:15])=[O:12])[C:5]2[O:6][CH:7]=[CH:8][C:4]=2[CH:3]=1 |f:3.4|. Reported procedure: To an ice-cooled solution of 5-bromobenzo[b]furan-7-carboxylic acid chloride (1.5 g, 5.8 mmol) in 15 ml of CH2Cl2, there was added N,N-diethylethylenediamine (0.74 g, 6.4 mmol) in 10 ml of CH2Cl2. After stirring at ambient temperature overnight, the precipitate was collected on a filter to give the crude amide (1.14 g, 53.2%). This was recrystallized from ethanol (decolorization with charcoal) to give 0.54 g (24.8%) of the desired amide as a white solid, mp 202°-203.5° C. IR (KBr) 1675 (C=0) cm-...